Dataset: the Open Reaction Database (ORD), a public repository of structured organic reaction records. Task: describe an organic reaction: reactants, conditions, products, and yield The reactants are ClC1=CC=C(C=C1)P(O)(O)=O (p-chlorophenylphosphonic acid), C(=O)(Cl)Cl.ClC1=CC=C(C=C1)P(=O)(Cl)Cl (p-chlorophenylphosphonic acid dichloride phosgene). Product: ClC1=CC=C(C=C1)P(=O)(Cl)Cl (p-chlorophenylphosphonic acid dichloride). The yield is 472.3%. RXN SMILES: ClC1C=CC(P(=O)(O)O)=CC=1.C(Cl)(Cl)=O.[Cl:16][C:17]1[CH:22]=[CH:21][C:20]([P:23]([Cl:26])([Cl:25])=[O:24])=[CH:19][CH:18]=1>>[Cl:16][C:17]1[CH:18]=[CH:19][C:20]([P:23]([Cl:26])([Cl:25])=[O:24])=[CH:21][CH:22]=1 |f:1.2|. Reported procedure: Into a mixture of 67 g of p-chlorophenylphosphonic acid and 20 g of p-chlorophenylphosphonic acid dichloride phosgene was introduced at a temperature of from 180°-190°C for 20 hours. After blowing through nitrogen to remove excess phosgene the mixture was distilled under reduced pressure. 66 g of p-chlorophenylphosphonic acid dichloride were obtained corresponding to a yield of 84 percent of the theory. Yields the product CCc1noc(C)c1-c1[nH]c2ccccc2c1CCCN(C)C. Starting materials: [Al+3], CCc1noc(C)c1-c1[nH]c2ccccc2c1C(=O)CCN(C)C, [H-], [H-], [H-], [H-], [Li+], C1CCOC1. RXN SMILES: [Al+3:26].[CH3:1][N:2]([CH2:3][CH2:4][C:5](=[O:6])[c:7]1[c:8](-[c:16]2[c:17]([CH2:22][CH3:23])[n:18][o:19][c:20]2[CH3:21])[nH:9][c:10]2[cH:11][cH:12][cH:13][cH:14][c:15]12)[CH3:24].[H-:25].[H-:28].[H-:29].[H-:30].[Li+:27].[O:31]1[CH2:32][CH2:33][CH2:34][CH2:35]1>>[CH3:1][N:2]([CH2:3][CH2:4][CH2:5][c:7]1[c:8](-[c:16]2[c:17]([CH2:22][CH3:23])[n:18][o:19][c:20]2[CH3:21])[nH:9][c:10]2[cH:11][cH:12][cH:13][cH:14][c:15]12)[CH3:24]. Reactants: BrC=1C(=NC=C(C(=O)NC2=CC=C(C=C2)OC(F)(F)F)C1)N1C[C@@H](CC1)O ((R)-5-bromo-6-(3-hydroxypyrrolidin-1-yl)-N-(4-(trifluoromethoxy)phenyl)nicotinamide), ClC=1C=C(C=NC1)B(O)O ((5-chloropyridin-3-yl)boronic acid). Product: ClC=1C=C(C=NC1)C=1C(=NC=C(C1)C(=O)NC1=CC=C(C=C1)OC(F)(F)F)N1C[C@@H](CC1)O ((R)-5′-Chloro-2-(3-hydroxypyrrolidin-1-yl)-N-(4-(trifluoromethoxy)phenyl)-[3,3′-bipyridine]-5-carboxamide). Reaction SMILES: Br[C:2]1[C:3]([N:22]2[CH2:26][CH2:25][C@@H:24]([OH:27])[CH2:23]2)=[N:4][CH:5]=[C:6]([CH:21]=1)[C:7]([NH:9][C:10]1[CH:15]=[CH:14][C:13]([O:16][C:17]([F:20])([F:19])[F:18])=[CH:12][CH:11]=1)=[O:8].[Cl:28][C:29]1[CH:30]=[C:31](B(O)O)[CH:32]=[N:33][CH:34]=1>>[Cl:28][C:29]1[CH:30]=[C:31]([C:2]2[C:3]([N:22]3[CH2:26][CH2:25][C@@H:24]([OH:27])[CH2:23]3)=[N:4][CH:5]=[C:6]([C:7]([NH:9][C:10]3[CH:11]=[CH:12][C:13]([O:16][C:17]([F:18])([F:19])[F:20])=[CH:14][CH:15]=3)=[O:8])[CH:21]=2)[CH:32]=[N:33][CH:34]=1. Procedure: The title compound was prepared in an analogous fashion to that described in Example 54 using (R)-5-bromo-6-(3-hydroxypyrrolidin-1-yl)-N-(4-(trifluoromethoxy)phenyl)nicotinamide (Stage 35.1) and (5-chloropyridin-3-yl)boronic acid to afford a white solid. UPLC-MS (condition 1) tR=2.61 min, m/z=479.1-481.0 [M+H]+, m/z=477.1-479.1 [M−H]−; 1H-NMR (400 MHz, DMSO-d6) δ ppm 1.70-1.79 (m, 1H) 1.80-1.91 (m, 1H) 2.89 (d, 1H) 3.18-3.28 (m, 2H) 3.35-3.44 (m, 1H) 4.18-4.24 (m, 1H) 4.87 (d, J=3.42 Hz, 1H) 7.3...